From a dataset of the Open Reaction Database (ORD), a public repository of structured organic reaction records. describe an organic reaction: reactants, conditions, products, and yield Starting materials: C(C1=CC=CC=C1)N1C=NC(=C1)C1=NNC(=C1)C(=O)OCC (Ethyl 3-(1-benzyl-1H-imidazol-4-yl)-1H-pyrazole-5-carboxylate), [H][H] (hydrogen). Reagents/catalysts: [Pd] (Pd/C). The solvent is C(C)(=O)O (acetic acid), C(C)O (ethanol). Yields the product N1C=NC(=C1)C1=NNC(=C1)C(=O)OCC (Ethyl 3-(1H-imidazol-4-yl)-1H-pyrazole-5-carboxylate). The yield is 101.6%. Reaction SMILES: C([N:8]1[CH:12]=[C:11]([C:13]2[CH:17]=[C:16]([C:18]([O:20][CH2:21][CH3:22])=[O:19])[NH:15][N:14]=2)[N:10]=[CH:9]1)C1C=CC=CC=1.[H][H]>C(O)(=O)C.C(O)C.[Pd]>[NH:8]1[CH:12]=[C:11]([C:13]2[CH:17]=[C:16]([C:18]([O:20][CH2:21][CH3:22])=[O:19])[NH:15][N:14]=2)[N:10]=[CH:9]1. Reported procedure: Ethyl 3-(1-benzyl-1H-imidazol-4-yl)-1H-pyrazole-5-carboxylate (8.77 mmol, 2.6 g) was dissolved in a mixture of acetic acid (10 ml) and ethanol (190 ml). The mixture was run through H-Cube (10% Pd/C CatCart (8.77 mmol) flow 1.5 ml/min, +80° C., Full hydrogen mode). The collected fractions were combined and evaporated. The acquired solid was stirred in toluene and evaporated. This was repeated once more. 1.837 g of the title compound was obtained. 1H-NMR (400 MHz, DMSO-d6): δ 1.33 (t, 3H), 4.35 (q... Reactants: [N+](=O)([O-])C1=CC=C(COC(C(Cl)N2C(C(C2SC(C)=O)C)=O)=O)C=C1 (2-(4-acetylthio-3-methyl-2-oxoazetidin-1-yl)-2-chloroacetic acid p-nitrobenzyl ester), poly-Hunig base, C1(=CC=CC=C1)P(C1=CC=CC=C1)C1=CC=CC=C1 (triphenylphosphine). Run in O1CCOCC1 (dioxan). Conditions: time 30 minute. Yields the product [N+](=O)([O-])C1=CC=C(COC(C(=P(C2=CC=CC=C2)(C2=CC=CC=C2)C2=CC=CC=C2)N2C(C(C2SC(C)=O)C)=O)=O)C=C1 (2-(4-acetylthio-3-methyl-2-oxoazetidin-1-yl)-2-triphenylphosphoranylideneacetic acid p-nitrobenzyl ester). Reaction SMILES: [N+:1]([C:4]1[CH:25]=[CH:24][C:7]([CH2:8][O:9][C:10](=[O:23])[CH:11]([N:13]2[CH:16]([S:17][C:18](=[O:20])[CH3:19])[CH:15]([CH3:21])[C:14]2=[O:22])Cl)=[CH:6][CH:5]=1)([O-:3])=[O:2].[C:26]1([P:32]([C:39]2[CH:44]=[CH:43][CH:42]=[CH:41][CH:40]=2)[C:33]2[CH:38]=[CH:37][CH:36]=[CH:35][CH:34]=2)[CH:31]=[CH:30][CH:29]=[CH:28][CH:27]=1>O1CCOCC1>[N+:1]([C:4]1[CH:25]=[CH:24][C:7]([CH2:8][O:9][C:10](=[O:23])[C:11]([N:13]2[CH:16]([S:17][C:18](=[O:20])[CH3:19])[CH:15]([CH3:21])[C:14]2=[O:22])=[P:32]([C:33]2[CH:34]=[CH:35][CH:36]=[CH:37][CH:38]=2)([C:39]2[CH:44]=[CH:43][CH:42]=[CH:41][CH:40]=2)[C:26]2[CH:27]=[CH:28][CH:29]=[CH:30][CH:31]=2)=[CH:6][CH:5]=1)([O-:3])=[O:2]. Procedure details: The crude 2-(4-acetylthio-3-methyl-2-oxoazetidin-1-yl)-2-chloroacetic acid p-nitrobenzyl ester obtained is dissolved in 12 ml of absolute dioxan, 1 g of poly-Hunig base is added and the mixture is stirred for 30 minutes, then 312 mg of triphenylphosphine are added and the mixture is stirred under nitrogen for 15 hours at 50°. The poly-Hunig base is filtered off, washed with dioxan and the filtrate and washing liquid are together concentrated by evaporation in vacuo. The residue is chromatographe... The reactants are C(C)OC=C(C(=O)OCC)C(=O)OCC (diethyl ethoxymethylenmalonate), NC1=CC=C(C(=C1O)F)F (6-amino-2,3 difluoro-phenol), CCCCCCC (n-heptane). The product is C(C)N(C1=C(C(=C(C=C1)F)F)O)CC.C=C(C(=O)[O-])C(=O)[O-] (diethyl (3,4-difluoro-2-hydroxyaniline) methylenmalonate). The yield is 81.0%. Reaction SMILES: [CH2:1](O[CH:4]=[C:5]([C:11]([O:13]CC)=[O:12])[C:6]([O:8]CC)=[O:7])[CH3:2].[NH2:16][C:17]1[C:22]([OH:23])=[C:21]([F:24])[C:20]([F:25])=[CH:19][CH:18]=1.[CH3:26][CH2:27]CCCCC>>[CH2:1]([N:16]([CH2:26][CH3:27])[C:17]1[CH:18]=[CH:19][C:20]([F:25])=[C:21]([F:24])[C:22]=1[OH:23])[CH3:2].[CH2:4]=[C:5]([C:11]([O-:13])=[O:12])[C:6]([O-:8])=[O:7] |f:3.4|. Procedure details: 13.44 ml (66.34 mmol) of diethyl ethoxymethylenmalonate of are added to a solution of 9.6 g (66.34 mmol) of 3,4-difluoro-2-hydroxy-aniline [3] in 50 ml of n-heptane. The reaction mixture is reflux heated for 1 hour and then cooled at room temperature until a precipitate is obtained which is filtered at vacuum and washed with 20 ml of n-heptane. 17.5 g (81%) of diethyl (3,4-difluoro-2-hydroxyaniline)-methylenmalonate [4] are obtained and it does not need to be subject to a subsequent purification... Starting materials: Clc1ccccc1Br, N=C(c1ccccc1)c1ccccc1, Cc1ccccc1, CC(C)(C)[O-], [Na+], O=C(C=Cc1ccccc1)C=Cc1ccccc1, O=C(C=Cc1ccccc1)C=Cc1ccccc1, O=C(C=Cc1ccccc1)C=Cc1ccccc1, [Pd], [Pd], c1ccc(P(c2ccccc2)c2ccccc2Oc2ccccc2P(c2ccccc2)c2ccccc2)cc1. The product is Clc1ccccc1N=C(c1ccccc1)c1ccccc1. As a reaction SMILES: [Br:54][c:55]1[c:56]([Cl:61])[cH:57][cH:58][cH:59][cH:60]1.[C:40]([c:41]1[cH:42][cH:43][cH:44][cH:45][cH:46]1)([c:47]1[cH:48][cH:49][cH:50][cH:51][cH:52]1)=[NH:53].[CH3:124][c:125]1[cH:126][cH:127][cH:128][cH:129][cH:130]1.[CH3:62][C:63]([CH3:64])([O-:65])[CH3:66].[Na+:67].[O:106]=[C:107]([CH:108]=[CH:109][c:110]1[cH:111][cH:112][cH:113][cH:114][cH:115]1)[CH:116]=[CH:117][c:118]1[cH:119][cH:120][cH:121][cH:122][cH:123]1.[O:70]=[C:71]([CH:72]=[CH:73][c:74]1[cH:75][cH:76][cH:77][cH:78][cH:79]1)[CH:80]=[CH:81][c:82]1[cH:83][cH:84][cH:85][cH:86][cH:87]1.[O:88]=[C:89]([CH:90]=[CH:91][c:92]1[cH:93][cH:94][cH:95][cH:96][cH:97]1)[CH:98]=[CH:99][c:100]1[cH:101][cH:102][cH:103][cH:104][cH:105]1.[Pd:68].[Pd:69].[c:1]1([P:2]([c:3]2[cH:4][cH:5][cH:6][cH:7][cH:8]2)[c:9]2[cH:10][cH:11][cH:12][cH:13][c:14]2[O:15][c:16]2[cH:17][cH:18][cH:19][cH:20][c:21]2[P:22]([c:23]2[cH:24][cH:25][cH:26][cH:27][cH:28]2)[c:29]2[cH:30][cH:31][cH:32][cH:33][cH:34]2)[cH:35][cH:36][cH:37][cH:38][cH:39]1>>[C:40]([c:41]1[cH:42][cH:43][cH:44][cH:45][cH:46]1)([c:47]1[cH:48][cH:49][cH:50][cH:51][cH:52]1)=[N:53][c:55]1[c:56]([Cl:61])[cH:57][cH:58][cH:59][cH:60]1.